Dataset: the Open Reaction Database (ORD), a public repository of structured organic reaction records. Task: describe an organic reaction: reactants, conditions, products, and yield Reactants: ClC1=CC=C(C=C1)S(=O)(=O)N(C)C[C@@H]1CC[C@@H](CC1)OCCCCO (cis-4-chloro-N-[4-(4-hydroxy-butoxy)-cyclohexylmethyl]-N-methyl-benzenesulfonamide), CS(=O)(=O)Cl (methane-sulfonyl chloride). Yields the product ClC1=CC=C(C=C1)S(=O)(=O)N(C)C[C@H]1CC[C@H](CC1)OCCCCOS(=O)(=O)C (cis-methanesulfonic acid 4-(4-{[(4-chloro-benzenesulfonyl)-methyl-amino]-methyl}-cyclohexyloxy)-butyl ester). As a reaction SMILES: [Cl:1][C:2]1[CH:7]=[CH:6][C:5]([S:8]([N:11]([CH2:13][C@H:14]2[CH2:19][CH2:18][C@@H:17]([O:20][CH2:21][CH2:22][CH2:23][CH2:24][OH:25])[CH2:16][CH2:15]2)[CH3:12])(=[O:10])=[O:9])=[CH:4][CH:3]=1.[CH3:26][S:27](Cl)(=[O:29])=[O:28]>>[Cl:1][C:2]1[CH:7]=[CH:6][C:5]([S:8]([N:11]([CH2:13][C@@H:14]2[CH2:19][CH2:18][C@H:17]([O:20][CH2:21][CH2:22][CH2:23][CH2:24][O:25][S:27]([CH3:26])(=[O:29])=[O:28])[CH2:16][CH2:15]2)[CH3:12])(=[O:9])=[O:10])=[CH:4][CH:3]=1. Procedure: In analogy to the procedure described in example 3.4, cis-4-chloro-N-[4-(4-hydroxy-butoxy)-cyclohexylmethyl]-N-methyl-benzenesulfonamide was treated with methane-sulfonyl chloride to yield cis-methanesulfonic acid 4-(4-{[(4-chloro-benzenesulfonyl)-methyl-amino]-methyl}-cyclohexyloxy)-butyl ester as colorless viscous oil, MS: 468 (MH+, 1 Cl).